Dataset: the Open Reaction Database (ORD), a public repository of structured organic reaction records. Task: describe an organic reaction: reactants, conditions, products, and yield Starting materials: OC=1C=C(C(=O)O)C=CC1C (3-hydroxy-4-methylbenzoic acid), C(C)(=O)OC(C)=O (acetic anhydride). Run in ice water. Conditions: time 8 hour. Yields the product C(C)(=O)OC=1C=C(C(=O)O)C=CC1C (3-acetoxy-4-methyl-benzoic acid). As a reaction SMILES: [OH:1][C:2]1[CH:3]=[C:4]([CH:8]=[CH:9][C:10]=1[CH3:11])[C:5]([OH:7])=[O:6].[C:12](OC(=O)C)(=[O:14])[CH3:13]>>[C:12]([O:1][C:2]1[CH:3]=[C:4]([CH:8]=[CH:9][C:10]=1[CH3:11])[C:5]([OH:7])=[O:6])(=[O:14])[CH3:13]. Reported procedure: A suspension of 3-hydroxy-4-methylbenzoic acid (10.73 g, 70.5 mmol, Lancaster) in acetic anhydride (25 mL, 265 mmol, Aldrich) was heated at reflux for 5 hours. After cooling to room temperature, the mixture was poured into an ice-water mixture (600 mL) and stirred overnight. Solid clumps were broken up and collected by filtration. The residue was washed with water and dried in a vacuum oven to give 3-acetoxy-4-methyl-benzoic acid as a tan solid. (Yield 11.82 g). 3-Acetoxy-4-methyl-benzoic acid (...